From a dataset of the Open Reaction Database (ORD), a public repository of structured organic reaction records. describe an organic reaction: reactants, conditions, products, and yield Starting materials: B (borane), COC1=C(C=CC(=C1)[N+](=O)[O-])N1C(C(=CC=C1)CC(=O)O)=O ([1-(2-methoxy-4-nitrophenyl)-2-oxo-1,2-dihydropyridin-3-yl]acetic acid), [OH-].[Na+] (sodium hydroxide), ClCCl (dichloromethane). The solvent is C1CCOC1 (THF), C1CCOC1 (THF). Conditions: temperature 27 celsius, time 8 hour. Product: OCCC=1C(N(C=CC1)C1=C(C=C(C=C1)[N+](=O)[O-])OC)=O (3-(2-hydroxyethyl)-1-(2-methoxy-4-nitrophenyl)pyridin-2(1H)-one). Reaction SMILES: [CH3:1][O:2][C:3]1[CH:8]=[C:7]([N+:9]([O-:11])=[O:10])[CH:6]=[CH:5][C:4]=1[N:12]1[CH:17]=[CH:16][CH:15]=[C:14]([CH2:18][C:19](O)=[O:20])[C:13]1=[O:22].B.ClCCl.[OH-].[Na+]>C1COCC1>[OH:20][CH2:19][CH2:18][C:14]1[C:13](=[O:22])[N:12]([C:4]2[CH:5]=[CH:6][C:7]([N+:9]([O-:11])=[O:10])=[CH:8][C:3]=2[O:2][CH3:1])[CH:17]=[CH:16][CH:15]=1 |f:3.4|. Procedure: 21.0 g (69.0 mmol) of [1-(2-methoxy-4-nitrophenyl)-2-oxo-1,2-dihydropyridin-3-yl]acetic acid were introduced as initial charge in 210 ml of THF, and 104 ml of 1M borane solution in THF were added dropwise at RT. The temperature increased to 27° C. during this addition. The reaction mixture was stirred overnight at RT. Following dilution with 400 ml of dichloromethane, 400 ml of 1N sodium hydroxide solution were added with cooling and the mixture was stirred for 30 min. The phases were separated,... Reactants: [Al+3], CCOC(=O)N(CCc1cccs1)CC(=O)O, [Cl-], [Cl-], [Cl-], O=C(Cl)C(=O)Cl, ClCCl, CN(C)C=O. Product: CCOC(=O)N1CCc2sccc2C(=O)C1. Reaction SMILES: [Al+3:30].[CH2:1]([CH3:2])[O:3][C:4](=[O:5])[N:6]([CH2:7][CH2:8][c:9]1[s:10][cH:11][cH:12][cH:13]1)[CH2:14][C:15](=[O:16])[OH:17].[Cl-:29].[Cl-:31].[Cl-:32].[Cl:23][C:24]([C:25]([Cl:26])=[O:27])=[O:28].[Cl:33][CH2:34][Cl:35].[O:18]=[CH:19][N:20]([CH3:21])[CH3:22]>>[CH2:1]([CH3:2])[O:3][C:4](=[O:5])[N:6]1[CH2:7][CH2:8][c:9]2[s:10][cH:11][cH:12][c:13]2[C:15](=[O:17])[CH2:14]1. Starting materials: ClC=1C=C(OC2=CC=C(C#N)C=C2)C=CC1CNCCC1=CC=CC=C1 (4-[3-Chloro-4-(phenethylamino-methyl)-phenoxy]-benzonitrile), OO (hydrogen peroxide), C([O-])([O-])=O.[K+].[K+] (potassium carbonate). Product: ClC=1C=C(OC2=CC=C(C(=O)N)C=C2)C=CC1CNCCC1=CC=CC=C1 (4-[3-Chloro-4-(phenethylamino-methyl)-phenoxy]-benzamide). Reaction SMILES: [Cl:1][C:2]1[CH:3]=[C:4]([CH:14]=[CH:15][C:16]=1[CH2:17][NH:18][CH2:19][CH2:20][C:21]1[CH:26]=[CH:25][CH:24]=[CH:23][CH:22]=1)[O:5][C:6]1[CH:13]=[CH:12][C:9]([C:10]#[N:11])=[CH:8][CH:7]=1.OO.C(=O)([O-])[O-:30].[K+].[K+]>>[Cl:1][C:2]1[CH:3]=[C:4]([CH:14]=[CH:15][C:16]=1[CH2:17][NH:18][CH2:19][CH2:20][C:21]1[CH:22]=[CH:23][CH:24]=[CH:25][CH:26]=1)[O:5][C:6]1[CH:7]=[CH:8][C:9]([C:10]([NH2:11])=[O:30])=[CH:12][CH:13]=1 |f:2.3.4|. Reported procedure: The compound of step 1 above is subject to hydrolysis using hydrogen peroxide and potassium carbonate. The details of the hydrolysis procedure to form the amide form nitrile have been described exhaustively elsewhere in this document. Electrospray MS M+1 ion=381. 1H-NMR (CDCl3, 200 MHz): 7.92-7.85 (m, 2H), 7.39 (d, 1H, J=8.3 Hz), 7.30-7.12 (m, 5H), 7.06-6.91 (m, 4H), 3.84 (s, 2H), 2.83 (s, 4H). Starting materials: C(CCC)C=1OC(=C(N1)CC(=O)OCC)C=1OC=CC1 (ethyl 2-[2-n-butyl-5-(2-furyl)-4-oxazolyl]acetate), CO (methanol), [OH-].[K+] (potassium hydroxide). The solvent is O (water). Product: C(CCC)C=1OC(=C(N1)CC(=O)O)C=1OC=CC1 (2-[2-n-butyl-5-(2-furyl)-4-oxazolyl]acetic acid). The yield is 83.4%. Reaction SMILES: [CH2:1]([C:5]1[O:6][C:7]([C:16]2[O:17][CH:18]=[CH:19][CH:20]=2)=[C:8]([CH2:10][C:11]([O:13]CC)=[O:12])[N:9]=1)[CH2:2][CH2:3][CH3:4].CO.[OH-].[K+]>O>[CH2:1]([C:5]1[O:6][C:7]([C:16]2[O:17][CH:18]=[CH:19][CH:20]=2)=[C:8]([CH2:10][C:11]([OH:13])=[O:12])[N:9]=1)[CH2:2][CH2:3][CH3:4] |f:2.3|. Reported procedure: 4.0 g of ethyl 2-[2-n-butyl-5-(2-furyl)-4-oxazolyl]acetate, 50 ml of methanol, 5 ml of water and 4.75 g of potassium hydroxide are treated in the same manner as described in Example 16. 3.0 g of 2-[2-n-butyl-5-(2-furyl)-4-oxazolyl]acetic acid are thereby obtained. Yield: 83.3% Starting materials: [C-]#N, CS(C)=O, ClCc1cccc(Cl)c1Cl, [Na+], O. The product is N#CCc1cccc(Cl)c1Cl. RXN SMILES: [C-:11]#[N:12].[CH3:14][S:15]([CH3:16])=[O:17].[Cl:1][c:2]1[c:3]([CH2:4][Cl:5])[cH:6][cH:7][cH:8][c:9]1[Cl:10].[Na+:13].[OH2:18]>>[Cl:1][c:2]1[c:3]([CH2:4][C:11]#[N:12])[cH:6][cH:7][cH:8][c:9]1[Cl:10].